This data is from the Open Reaction Database (ORD), a public repository of structured organic reaction records. The task is: describe an organic reaction: reactants, conditions, products, and yield The reactants are CC(=O)OCC1=C(N2[C@@H]([C@@H](C2=O)N)SC1)C(=O)O (7-Aminocephalosporanic acid), C(C)(=O)NCC1=NN=C(S1)S (5-acetamidomethyl-1,3,4-thiadiazole-2-thiol), C([O-])(O)=O.[Na+] (sodium bicarbonate). Run in O (water). Run at temperature 60 celsius, time 5 hour. The product is NC1[C@@H]2N(C(=C(CS2)CSC=2SC(=NN2)CNC(C)=O)C(=O)O)C1=O (7-amino-3-(5-acetamidomethyl-1,3,4-thiadiazol-2-yl)thiomethyl-3-cephem-4-carboxylic acid). Yield: 51.4%. Reaction SMILES: CC(O[CH2:5][C:6]1[CH2:15][S:14][C@@H:9]2[C@H:10]([NH2:13])[C:11](=[O:12])[N:8]2[C:7]=1[C:16]([OH:18])=[O:17])=O.[C:19]([NH:22][CH2:23][C:24]1[S:28][C:27]([SH:29])=[N:26][N:25]=1)(=[O:21])[CH3:20].C(=O)(O)[O-].[Na+]>O>[NH2:13][CH:10]1[C:11](=[O:12])[N:8]2[C:7]([C:16]([OH:18])=[O:17])=[C:6]([CH2:5][S:29][C:27]3[S:28][C:24]([CH2:23][NH:22][C:19](=[O:21])[CH3:20])=[N:25][N:26]=3)[CH2:15][S:14][C@H:9]12 |f:2.3|. Reported procedure: 7-Aminocephalosporanic acid (1.36 g.), 5-acetamidomethyl-1,3,4-thiadiazole-2-thiol (1.04 g.) and sodium bicarbonate (885 mg.) were dissolved in water (70 ml.), and the solution was stirred at 60° C. for 5 hrs. After the reaction, the reaction mixture was adjusted to pH 5, and then allowed to stand overnight in a refrigerator. The precipitating crystals were collected by filtration to give 7-amino-3-(5-acetamidomethyl-1,3,4-thiadiazol-2-yl)thiomethyl-3-cephem-4-carboxylic acid (1.03 g.) m.p. 195°... The product is Oc1ccc(-c2nsc3ccccc23)c(Cl)c1Cl. RXN SMILES: [B:20]([Br:21])([Br:22])[Br:23].[Cl:1][c:2]1[c:3](-[c:11]2[n:12][s:13][c:14]3[c:15]2[cH:16][cH:17][cH:18][cH:19]3)[cH:4][cH:5][c:6]([O:9][CH3:10])[c:7]1[Cl:8].[Cl:24][CH2:25][CH2:26][Cl:27]>>[Cl:1][c:2]1[c:3](-[c:11]2[n:12][s:13][c:14]3[c:15]2[cH:16][cH:17][cH:18][cH:19]3)[cH:4][cH:5][c:6]([OH:9])[c:7]1[Cl:8]. Reactants: BrB(Br)Br, COc1ccc(-c2nsc3ccccc23)c(Cl)c1Cl, ClCCCl. The reactants are BrCCCCCCCCOC1OCCCC1 (1-bromo-8-tetrahydropyranyloxyoctane), C1(=CC=CC=C1)P(C1=CC=CC=C1)C1=CC=CC=C1 (triphenyl phosphine). Run in C(C)#N (acetonitrile). The product is [Br-].O1C(CCCC1)OCCCCCCCC[P+](C1=CC=CC=C1)(C1=CC=CC=C1)C1=CC=CC=C1 ((8-Tetrahydropyranyloxyoctyl)triphenylphosphonium bromide). As a reaction SMILES: [Br:1][CH2:2][CH2:3][CH2:4][CH2:5][CH2:6][CH2:7][CH2:8][CH2:9][O:10][CH:11]1[CH2:16][CH2:15][CH2:14][CH2:13][O:12]1.[C:17]1([P:23]([C:30]2[CH:35]=[CH:34][CH:33]=[CH:32][CH:31]=2)[C:24]2[CH:29]=[CH:28][CH:27]=[CH:26][CH:25]=2)[CH:22]=[CH:21][CH:20]=[CH:19][CH:18]=1>C(#N)C>[Br-:1].[O:12]1[CH2:13][CH2:14][CH2:15][CH2:16][CH:11]1[O:10][CH2:9][CH2:8][CH2:7][CH2:6][CH2:5][CH2:4][CH2:3][CH2:2][P+:23]([C:24]1[CH:25]=[CH:26][CH:27]=[CH:28][CH:29]=1)([C:30]1[CH:35]=[CH:34][CH:33]=[CH:32][CH:31]=1)[C:17]1[CH:18]=[CH:19][CH:20]=[CH:21][CH:22]=1 |f:3.4|. Reported procedure: A solution of 1-bromo-8-tetrahydropyranyloxyoctane (9.8 g) and triphenyl phosphine (8.8 g) in acetonitrile (50 ml) was heated under reflux for 8 hours. The solution was evaporated and the residue washed with ether to give the title compound as a hygroscopic white solid which was dried by addition of benzene and re-evaporation. The reactants are [N+](=O)([O-])C=1C=C(C=CC1)C(N[C@@H](C)C1CCCCC1)C1=CC=C(C=C1)OC (N-[(3-nitrophenyl)-(4-methoxyphenyl)methyl]-N-[(S)-1-cyclohexylethyl]amine), [BH4-].[Na+] (sodium borohydride). Reagents/catalysts: O.O.O.O.O.O.[Ni](Cl)Cl (nickel chloride hexahydrate). Solvent: CO (methanol). The product is COC1=CC=C(C=C1)C(C=1C=C(C=CC1)N)N[C@@H](C)C1CCCCC1 (3-{(4-Methoxyphenyl)-[(S)-1-cyclohexylethylamino]methyl}phenylamine). The yield is 100.2%. RXN SMILES: [N+:1]([C:4]1[CH:5]=[C:6]([CH:10]([C:20]2[CH:25]=[CH:24][C:23]([O:26][CH3:27])=[CH:22][CH:21]=2)[NH:11][C@H:12]([CH:14]2[CH2:19][CH2:18][CH2:17][CH2:16][CH2:15]2)[CH3:13])[CH:7]=[CH:8][CH:9]=1)([O-])=O.[BH4-].[Na+]>CO.O.O.O.O.O.O.[Ni](Cl)Cl>[CH3:27][O:26][C:23]1[CH:22]=[CH:21][C:20]([CH:10]([NH:11][C@H:12]([CH:14]2[CH2:19][CH2:18][CH2:17][CH2:16][CH2:15]2)[CH3:13])[C:6]2[CH:5]=[C:4]([NH2:1])[CH:9]=[CH:8][CH:7]=2)=[CH:25][CH:24]=1 |f:1.2,4.5.6.7.8.9.10|. Reported procedure: In a similar manner to that described in Example (1b), a solution of N-[(3-nitrophenyl)-(4-methoxyphenyl)methyl]-N-[(S)-1-cyclohexylethyl]amine (2.63 g) [prepared as described in step (a) above] in methanol (50 ml), nickel chloride hexahydrate (3.39 g) and sodium borohydride (1.14 g) were reacted, to afford the title compound (2.42 g) as a yellow oil. Starting materials: NC=1SC(=NN1)C(CC)(C)CC (2-amino-5-(1-ethyl-1-methylpropyl)-1,3,4-thiadiazole), C(C)C1=C(C(=O)Cl)C(=CC=C1)CC (2,6-diethylbenzoyl chloride). Run in C1(=CC=CC=C1)C (toluene). Product: C(C)C(CC)(C)C1=NN=C(S1)NC(C1=C(C=CC=C1CC)CC)=O (N-[5-(1-ethyl-1-methylpropyl)-1,3,4-thiadiazol-2-yl]-2,6-diethylbenzamide). Isolated yield 36.2%. Reaction SMILES: [NH2:1][C:2]1[S:3][C:4]([C:7]([CH2:11][CH3:12])([CH3:10])[CH2:8][CH3:9])=[N:5][N:6]=1.[CH2:13]([C:15]1[CH:23]=[CH:22][CH:21]=[C:20]([CH2:24][CH3:25])[C:16]=1[C:17](Cl)=[O:18])[CH3:14]>C1(C)C=CC=CC=1>[CH2:8]([C:7]([C:4]1[S:3][C:2]([NH:1][C:17](=[O:18])[C:16]2[C:20]([CH2:24][CH3:25])=[CH:21][CH:22]=[CH:23][C:15]=2[CH2:13][CH3:14])=[N:6][N:5]=1)([CH3:10])[CH2:11][CH3:12])[CH3:9]. Procedure: A solution of 1.85 g of 2-amino-5-(1-ethyl-1-methylpropyl)-1,3,4-thiadiazole and 2.21 g of 2,6-diethylbenzoyl chloride in 50 ml of toluene was heated at reflux for sixteen hours and then cooled and the solvent was removed by evaporation under reduced pressure to provide a solid residue. The solid was crystallized from 2B ethanol to give 1.25 g of N-[5-(1-ethyl-1-methylpropyl)-1,3,4-thiadiazol-2-yl]-2,6-diethylbenzamide. Reactants: O.[OH-].[Li+] (lithium hydroxide monohydrate), CNCC=1N=C(SC1)C(C)C (N-methyl-N-((2-isopropyl-4-thiazolyl)methyl)amine), O(C1=CC=CC=C1)C(=O)N[C@@H](C(C)C)C(=O)O (N-phenoxycarbonyl-L-Valine). The solvent is C1CCOC1 (THF), C1CCOC1 (THF), C1CCOC1 (THF), C1CCOC1 (THF), C1(=CC=CC=C1)C (toluene). Conditions: time 4.5 hour. Yields the product CN(CC=1N=C(SC1)C(C)C)C(=O)N[C@@H](C(C)C)C(=O)O (N-((N-Methyl-N-((2-isopropyl-4-thiazolyl)methyl)amino)carbonyl)-L-Valine). Reaction SMILES: O.[OH-].[Li+].[CH3:4][NH:5][CH2:6][C:7]1[N:8]=[C:9]([CH:12]([CH3:14])[CH3:13])[S:10][CH:11]=1.[O:15]([C:22]([NH:24][C@H:25]([C:29]([OH:31])=[O:30])[CH:26]([CH3:28])[CH3:27])=O)C1C=CC=CC=1>C1COCC1.C1(C)C=CC=CC=1>[CH3:4][N:5]([C:22]([NH:24][C@H:25]([C:29]([OH:31])=[O:30])[CH:26]([CH3:28])[CH3:27])=[O:15])[CH2:6][C:7]1[N:8]=[C:9]([CH:12]([CH3:14])[CH3:13])[S:10][CH:11]=1 |f:0.1.2|. Procedure details: To lithium hydroxide monohydrate (1.06 g, 25.2 mmol) slurried in 20 mL of THF and cooled to less than 5° C. in an ice bath was added N-methyl-N-((2-isopropyl-4-thiazolyl)methyl)amine (3.78 g, 22.2 mmol) followed by a 5 mL THF rinse. A solution of N-phenoxycarbonyl-L-Valine (5.0 g, 21.1 mmol) in 20 mL of THF was added followed by a 5 mL THF rinse. Water (1.04 mL) was added, the cooling bath was removed, and the reaction was stirred at ambient temperature for 4.5 hours. Water (55 mL) was added, an... Reactants: C(#N)CC(=O)N (cyanoacetamide), methanolic solution, [OH-].[Na+] (NaOH), BrC=1C=C(CN=[N+]=[N-])C=C(C1)C(=C(Cl)Cl)Cl (3-bromo-5-(trichlorovinyl)benzyl azide), C(C)(=O)O (acetic acid). Solvent: C(C)O (ethanol), C(C)O (ethanol). Run at temperature 60 celsius, time 20 minute. The product is NC1=C(N=NN1CC1=CC(=CC(=C1)C(=C(Cl)Cl)Cl)Br)C(=O)N (5-Amino-1-[3-bromo-5-(trichlorovinyl)benzyl]-1,2,3,-triazole-4-carboxamide). The yield is 36.7%. As a reaction SMILES: [C:1]([CH2:3][C:4]([NH2:6])=[O:5])#[N:2].[OH-].[Na+].[Br:9][C:10]1[CH:11]=[C:12]([CH:17]=[C:18]([C:20]([Cl:24])=[C:21]([Cl:23])[Cl:22])[CH:19]=1)[CH2:13][N:14]=[N+:15]=[N-:16].C(O)(=O)C>C(O)C>[NH2:2][C:1]1[N:14]([CH2:13][C:12]2[CH:17]=[C:18]([C:20]([Cl:24])=[C:21]([Cl:23])[Cl:22])[CH:19]=[C:10]([Br:9])[CH:11]=2)[N:15]=[N:16][C:3]=1[C:4]([NH2:6])=[O:5] |f:1.2|. Procedure details: To a hot (60° C.) solution of cyanoacetamide (546 mg) in 20 ml of ethanol, 6.47 ml of a methanolic solution of NaOH (lN) was added and the resulting mixture was stirred at 60° C. for 20 minutes. A solution of 3-bromo-5-(trichlorovinyl)benzyl azide (1.02 g) in 10 ml of ethanol was added and the reaction mixture heated at 60° C. for two hours. The pH of the solution was adjusted to ~6 with acetic acid and then concentrated to a small volume. Dilution with 50 ml of water afforded a precipitate whic...